Dataset: the Open Reaction Database (ORD), a public repository of structured organic reaction records. Task: describe an organic reaction: reactants, conditions, products, and yield The reactants are ClC=1C=C(C(=NC1)O)[N+](=O)[O-] (5-chloro-3-nitropyridin-2-ol), COC1=CC=C(CCl)C=C1 (4-methoxybenzyl chloride). Reaction conditions: temperature 80 celsius, time 1 hour. Yields the product ClC=1C=C(C(N(C1)CC1=CC=C(C=C1)OC)=O)[N+](=O)[O-] (5-Chloro-1-(4-methoxy-benzyl)-3-nitro-1H-pyridin-2-one). RXN SMILES: [Cl:1][C:2]1[CH:3]=[C:4]([N+:9]([O-:11])=[O:10])[C:5]([OH:8])=[N:6][CH:7]=1.[CH3:12][O:13][C:14]1[CH:21]=[CH:20][C:17]([CH2:18]Cl)=[CH:16][CH:15]=1>>[Cl:1][C:2]1[CH:3]=[C:4]([N+:9]([O-:11])=[O:10])[C:5](=[O:8])[N:6]([CH2:18][C:17]2[CH:20]=[CH:21][C:14]([O:13][CH3:12])=[CH:15][CH:16]=2)[CH:7]=1. Procedure details: The title compound was prepared in analogy to the procedure described for example 1 but using 5-chloro-3-nitropyridin-2-ol and 4-methoxybenzyl chloride. The reaction was stirred for 1 h at 80° C. The residue was purified by silica gel column chromatography (CH2Cl2/EtOAc, 8:2). tR: 0.91 min (LC-MS 4); ESI-MS: 295.2 [M+H]+ (LC-MS 4); Rf=0.59 (hexane/EtOAc, 1:1). Reactants: CS(=O)(=O)OCC(C)N1C2=CC=CC=C2SC=2C=CC(=CC12)C#N ((2RS)-2-(2-cyano-10-phenothiazinyl)-1-propyl methanesulphonate), CC1CNCCC1 ((3RS)-3-methylpiperidine). Run in C1(=CC=CC=C1)C (toluene). The product is CC1CN(CCC1)CC(C)N1C2=CC=CC=C2SC=2C=CC(=CC12)C#N (10-((2RS)-1-[(3RS)-3-Methyl-1-piperidyl]-2-propyl}-2-phenothiazinecarbonitrile). As a reaction SMILES: CS(O[CH2:6][CH:7]([N:9]1[C:22]2[CH:21]=[C:20]([C:23]#[N:24])[CH:19]=[CH:18][C:17]=2[S:16][C:15]2[C:10]1=[CH:11][CH:12]=[CH:13][CH:14]=2)[CH3:8])(=O)=O.[CH3:25][CH:26]1[CH2:31][CH2:30][CH2:29][NH:28][CH2:27]1>C1(C)C=CC=CC=1>[CH3:25][CH:26]1[CH2:31][CH2:30][CH2:29][N:28]([CH2:6][CH:7]([N:9]2[C:22]3[CH:21]=[C:20]([C:23]#[N:24])[CH:19]=[CH:18][C:17]=3[S:16][C:15]3[C:10]2=[CH:11][CH:12]=[CH:13][CH:14]=3)[CH3:8])[CH2:27]1. Procedure: A solution of (2RS)-2-(2-cyano-10-phenothiazinyl)-1-propyl methanesulphonate (14.4 g) and (3RS)-3-methylpiperidine (9.4 cc) in toluene (75 cc) is stirred under reflux for 20 hours. After cooling, the mixture is extracted with N aqueous hydrochloric acid solution (2×100 cc). The combined aqueous phases are alkalinized with caustic soda (d=1.33) to pH 13 and extracted with ethyl acetate (2×200 cc). The combined organic phases are washed successively with distilled water (2×50 cc) and with saturate... Reactants: NC(C(=O)O)(CO)C (2-amino-3-hydroxy-2-methyl-propionic acid), N(=C=O)C1=CC(=C(C=C1)[N+](=O)[O-])C(F)(F)F (4-isocyanato-1-nitro-2-trifluoromethyl-benzene). The product is OCC1(C(N(C(N1)=O)C1=CC(=C(C=C1)[N+](=O)[O-])C(F)(F)F)=O)C (5-Hydroxymethyl-5-methyl-3-(4-nitro-3-trifluoromethyl-phenyl)-imidazolidine-2,4-dione). As a reaction SMILES: [NH2:1][C:2]([CH3:8])([CH2:6][OH:7])[C:3]([OH:5])=O.[N:9]([C:12]1[CH:17]=[CH:16][C:15]([N+:18]([O-:20])=[O:19])=[C:14]([C:21]([F:24])([F:23])[F:22])[CH:13]=1)=[C:10]=[O:11]>>[OH:7][CH2:6][C:2]1([CH3:8])[NH:1][C:10](=[O:11])[N:9]([C:12]2[CH:17]=[CH:16][C:15]([N+:18]([O-:20])=[O:19])=[C:14]([C:21]([F:22])([F:23])[F:24])[CH:13]=2)[C:3]1=[O:5]. Procedure details: Follow the procedure in Example 12, using 2-amino-3-hydroxy-2-methyl-propionic acid and 4-isocyanato-1-nitro-2-trifluoromethyl-benzene, known from the literature as starting material to yield the title compounds as a yellow solid. Reactants: CC(=O)Oc1c(C)cc(-c2c3ccccc3c(Br)c3sc(C)c(C)c23)cc1C, CO, [K+], C1CCOC1, [OH-]. Product: Cc1cc(-c2c3ccccc3c(Br)c3sc(C)c(C)c23)cc(C)c1O. Reaction SMILES: [Br:1][c:2]1[c:3]2[cH:4][cH:5][cH:6][cH:7][c:8]2[c:9](-[c:17]2[cH:18][c:19]([CH3:28])[c:20]([O:24][C:25](=[O:26])[CH3:27])[c:21]([CH3:23])[cH:22]2)[c:10]2[c:11]1[s:12][c:13]([CH3:16])[c:14]2[CH3:15].[CH3:36][OH:37].[K+:30].[O:31]1[CH2:32][CH2:33][CH2:34][CH2:35]1.[OH-:29]>>[Br:1][c:2]1[c:3]2[cH:4][cH:5][cH:6][cH:7][c:8]2[c:9](-[c:17]2[cH:18][c:19]([CH3:28])[c:20]([OH:24])[c:21]([CH3:23])[cH:22]2)[c:10]2[c:11]1[s:12][c:13]([CH3:16])[c:14]2[CH3:15]. Reactants: C(C1=CC=CC=C1)N(CCC1CCNCC1)C (N-Benzyl-N-methyl-2-(piperidin-4-yl)ethanamine), Br.BrC1=CC=NC=C1 (4-bromo-pyridine HBr), CCN(C(C)C)C(C)C (DIPEA). Solvent: C(CCC)O (n-butanol). Reaction conditions: time 16 hour. The product is C(C1=CC=CC=C1)N(CCC1CCN(CC1)C1=CC=NC=C1)C (N-Benzyl-N-methyl-2-(1-(pyridin-4-yl)piperidin-4-yl)ethanamine). The yield is 56.0%. RXN SMILES: [CH2:1]([N:8]([CH3:17])[CH2:9][CH2:10][CH:11]1[CH2:16][CH2:15][NH:14][CH2:13][CH2:12]1)[C:2]1[CH:7]=[CH:6][CH:5]=[CH:4][CH:3]=1.Br.Br[C:20]1[CH:25]=[CH:24][N:23]=[CH:22][CH:21]=1.CCN(C(C)C)C(C)C>C(O)CCC>[CH2:1]([N:8]([CH3:17])[CH2:9][CH2:10][CH:11]1[CH2:16][CH2:15][N:14]([C:20]2[CH:25]=[CH:24][N:23]=[CH:22][CH:21]=2)[CH2:13][CH2:12]1)[C:2]1[CH:7]=[CH:6][CH:5]=[CH:4][CH:3]=1 |f:1.2|. Procedure details: N-Benzyl-N-methyl-2-(piperidin-4-yl)ethanamine (600 mg, 2.58 mmol, 1 eq) and 4-bromo-pyridine HBr (553 mg, 2.84 mmol, 1.1 eq) were dissolved in n-butanol (15 ml); DIPEA (2.34 ml, 12.9 mmol, 5 eq) was added, and refluxing was carried out for 16 h. After monitoring by thin-layer chromatography, the reaction mixture was concentrated and the residue was purified by column chromatography (Alox 5-7% MeOH in dichloromethane). Yield: 56% (450 mg, 1.45 mmol).